This data is from the Open Reaction Database (ORD), a public repository of structured organic reaction records. The task is: describe an organic reaction: reactants, conditions, products, and yield Starting materials: BrC=1C=C(C=2C=CN(C2C1)C(C)C)C(=O)OC (methyl 6-bromo-1-(1-methylethyl)-1H-indole-4-carboxylate), CS(=O)[O-].[Na+] (sodium methanesulfinate), CNCCNC (N,N′-dimethyl-1,2-ethanediamine). Solvent: CS(=O)C (DMSO). Run at temperature 165 celsius. Product: C(C)(C)N1C=CC=2C(=CC(=CC12)S(=O)(=O)C)C(=O)O (1-Isopropyl-6-(methylsulfonyl)-1H-indole-4-carboxylic acid). Yield: 9.2%. As a reaction SMILES: Br[C:2]1[CH:3]=[C:4]([C:14]([O:16]C)=[O:15])[C:5]2[CH:6]=[CH:7][N:8]([CH:11]([CH3:13])[CH3:12])[C:9]=2[CH:10]=1.[CH3:18][S:19]([O-:21])=[O:20].[Na+].CNCCNC>CS(C)=O>[CH:11]([N:8]1[C:9]2[CH:10]=[C:2]([S:19]([CH3:18])(=[O:21])=[O:20])[CH:3]=[C:4]([C:14]([OH:16])=[O:15])[C:5]=2[CH:6]=[CH:7]1)([CH3:13])[CH3:12] |f:1.2|. Procedure details: To a 10-mL microwave tube were added methyl 6-bromo-1-(1-methylethyl)-1H-indole-4-carboxylate (160 mg, 0.540 mmol), sodium methanesulfinate (80 mg, 0.702 mmol), DMSO (2 mL), and N,N′-dimethyl-1,2-ethanediamine (6.19 mg, 0.070 mmol), and the mixture was degassed for 5 min by bubbling N2. Copper(I) trifluoromethanesulfonate benzene complex (25.6 mg, 0.043 mmol) was added and the mixture was heated to 165° C. for 2 h with stirring. The mixture was filtered and the DMSO solution was purified using r... The reactants are C(C)(C)(C)OC(=O)N1C(OC[C@@H]1C=C)(C)C ((S)-2,2-Dimethyl-4-vinyl-oxazolidine-3-carboxylic acid tert-butyl ester), C[SiH](C1=CC=CC=C1)C (dimethylphenylsilane). The reagents and catalysts are [Pt](=O)=O (platinum(IV)-oxide). Reaction conditions: time 8 hour. Product: C(C)(C)(C)OC(=O)N1C(OC[C@@H]1CC[Si](C1=CC=CC=C1)(C)C)(C)C ((S)-4-[2-(dimethyl-phenyl-silanyl)-ethyl]-2,2-dimethyl-oxazolidine-3-carboxylic acid tert-butyl ester). The yield is 95.0%. Reaction SMILES: [C:1]([O:5][C:6]([N:8]1[C@@H:12]([CH:13]=[CH2:14])[CH2:11][O:10][C:9]1([CH3:16])[CH3:15])=[O:7])([CH3:4])([CH3:3])[CH3:2].[CH3:17][SiH:18]([CH3:25])[C:19]1[CH:24]=[CH:23][CH:22]=[CH:21][CH:20]=1>[Pt](=O)=O>[C:1]([O:5][C:6]([N:8]1[C@@H:12]([CH2:13][CH2:14][Si:18]([CH3:25])([CH3:17])[C:19]2[CH:24]=[CH:23][CH:22]=[CH:21][CH:20]=2)[CH2:11][O:10][C:9]1([CH3:16])[CH3:15])=[O:7])([CH3:4])([CH3:3])[CH3:2]. Procedure details: (S)-2,2-Dimethyl-4-vinyl-oxazolidine-3-carboxylic acid tert-butyl ester (750 mg; CAS 133625-87-3) was dissolved in dimethylphenylsilane (25 ml), platinum(IV)-oxide (187 mg) was added and the mixture was stirred overnight at room temperature. The catalyst was filtered off and the filtrate was evaporated in vacuo. The crude product was purified by column chromatography (SiO2; heptane/ethyl acetate=4:1) to give (S)-4-[2-(dimethyl-phenyl-silanyl)-ethyl]-2,2-dimethyl-oxazolidine-3-carboxylic acid ter... The reactants are O=C([O-])[O-], COS(=O)(=O)OC, CC(C)=O, O=[N+]([O-])c1ccc(F)cc1O, [K+], [K+]. Yields the product COc1cc(F)ccc1[N+](=O)[O-]. RXN SMILES: [C:12](=[O:13])([O-:14])[O-:15].[CH3:18][O:19][S:20]([O:21][CH3:22])(=[O:23])=[O:24].[CH3:25][C:26](=[O:27])[CH3:28].[F:1][c:2]1[cH:3][cH:4][c:5]([N+:9](=[O:10])[O-:11])[c:6]([OH:8])[cH:7]1.[K+:16].[K+:17]>>[F:1][c:2]1[cH:3][cH:4][c:5]([N+:9](=[O:10])[O-:11])[c:6]([O:8][CH3:12])[cH:7]1. The reactants are BrC=1C=C2\C(\C(NC(C2=CC1)=O)=O)=C/OC ((4E)-6-Bromo-4-(methoxymethylene)isoquinoline-1,3(2H,4H)-dione), COC1=C(C=C(C=C1)CNC)O (2-methoxy-5-methylaminomethyl-phenol). Run in O1CCCC1 (tetrahydrofuran). Product: BrC=1C=C2/C(/C(NC(C2=CC1)=O)=O)=C/N(C)CC1=CC(=C(C=C1)OC)O ((4Z)-6-bromo-4-{[(3-hydroxy-4-methoxybenzyl)(methyl)amino]methylene}isoquinoline-1,3(2H,4H)-dione). Isolated yield 94.9%. Reaction SMILES: [Br:1][C:2]1[CH:3]=[C:4]2[C:9](=[CH:10][CH:11]=1)[C:8](=[O:12])[NH:7][C:6](=[O:13])/[C:5]/2=[CH:14]/OC.[CH3:17][O:18][C:19]1[CH:24]=[CH:23][C:22]([CH2:25][NH:26][CH3:27])=[CH:21][C:20]=1[OH:28]>O1CCCC1>[Br:1][C:2]1[CH:3]=[C:4]2[C:9](=[CH:10][CH:11]=1)[C:8](=[O:12])[NH:7][C:6](=[O:13])/[C:5]/2=[CH:14]\[N:26]([CH2:25][C:22]1[CH:23]=[CH:24][C:19]([O:18][CH3:17])=[C:20]([OH:28])[CH:21]=1)[CH3:27]. Reported procedure: (4E)-6-Bromo-4-(methoxymethylene)isoquinoline-1,3(2H,4H)-dione (0.15 g, 0.53 mmol) and 2-methoxy-5-methylaminomethyl-phenol (80 mg, 0.48 mmol) were stirred in tetrahydrofuran (10 mL) at room temperature. The reaction mixture is concentrated under reduced pressure. The solid material is then collected, washed with diethyl ether, water, and methanol, and then dried under vacuum to give (4Z)-6-bromo-4-{[(3-hydroxy-4-methoxybenzyl)(methyl)amino]methylene}isoquinoline-1,3(2H,4H)-dione as a yellow sol... Reaction SMILES: [Na+:32].[OH-:31].[OH:1][C:2]1=[C:3]([S:20][c:21]2[c:22]([C:23](=[O:24])[O:25][CH3:26])[cH:27][cH:28][cH:29][cH:30]2)[C:4](=[O:19])[O:5][C:6]([c:8]2[cH:9][cH:10][cH:11][cH:12][cH:13]2)([CH2:14][CH2:15][CH:16]([CH3:17])[CH3:18])[CH2:7]1>>[OH:1][C:2]1=[C:3]([S:20][c:21]2[c:22]([C:23](=[O:24])[OH:25])[cH:27][cH:28][cH:29][cH:30]2)[C:4](=[O:19])[O:5][C:6]([c:8]2[cH:9][cH:10][cH:11][cH:12][cH:13]2)([CH2:14][CH2:15][CH:16]([CH3:17])[CH3:18])[CH2:7]1. The reactants are [Na+], [OH-], COC(=O)c1ccccc1SC1=C(O)CC(CCC(C)C)(c2ccccc2)OC1=O. The product is CC(C)CCC1(c2ccccc2)CC(O)=C(Sc2ccccc2C(=O)O)C(=O)O1. Product: CCOC(OCC)C(C)N(Cc1csc2ccccc12)C(=O)C(C)NC(=O)CN(C)NC(=O)NCc1cccc2ccccc12. Reaction SMILES: [CH3:1][N:2]([NH:3][C:4]([NH:5][CH2:6][c:7]1[cH:8][cH:9][cH:10][c:11]2[cH:12][cH:13][cH:14][cH:15][c:16]12)=[O:17])[CH2:18][C:19](=[O:20])[OH:21].[NH2:22][CH:23]([C:24](=[O:25])[N:26]([CH:27]([CH:28]([O:29][CH2:30][CH3:31])[O:32][CH2:33][CH3:34])[CH3:35])[CH2:36][c:37]1[c:38]2[c:39]([s:40][cH:41]1)[cH:42][cH:43][cH:44][cH:45]2)[CH3:46]>>[CH3:1][N:2]([NH:3][C:4]([NH:5][CH2:6][c:7]1[cH:8][cH:9][cH:10][c:11]2[cH:12][cH:13][cH:14][cH:15][c:16]12)=[O:17])[CH2:18][C:19](=[O:21])[NH:22][CH:23]([C:24](=[O:25])[N:26]([CH:27]([CH:28]([O:29][CH2:30][CH3:31])[O:32][CH2:33][CH3:34])[CH3:35])[CH2:36][c:37]1[c:38]2[c:39]([s:40][cH:41]1)[cH:42][cH:43][cH:44][cH:45]2)[CH3:46]. The reactants are CN(CC(=O)O)NC(=O)NCc1cccc2ccccc12, CCOC(OCC)C(C)N(Cc1csc2ccccc12)C(=O)C(C)N. The reactants are CC[O-].[Na+] (NaOEt), C1(=C(C=CC=C1)N)N (1,2-phenylenediamine), C(C)OC(C(C(=O)OCC)=NOC)=O (2-methoxyimino-malonic acid diethyl ester), Cl (HCl). Run in C(C)O (ethanol), CCO (EtOH), C(C)#N (ACN). Reaction conditions: temperature 70 celsius. Yields the product CON=C1C(NC2=C(NC1=O)C=CC=C2)=O (1,5-Dihydro-benzo[b][1,4]diazepine-2,3,4-trione 3-(O-methyl-oxime)). The yield is 75.7%. Reaction SMILES: CC[O-].[Na+].[C:5]1([NH2:12])[CH:10]=[CH:9][CH:8]=[CH:7][C:6]=1[NH2:11].C([O:15][C:16](=O)[C:17](=[N:23][O:24][CH3:25])[C:18](OCC)=[O:19])C.Cl>C(O)C.C(#N)C>[CH3:25][O:24][N:23]=[C:17]1[C:18](=[O:19])[NH:12][C:5]2[CH:10]=[CH:9][CH:8]=[CH:7][C:6]=2[NH:11][C:16]1=[O:15] |f:0.1|. Procedure details: Dissolve 21 wt % NaOEt in EtOH solution (164 g, 0.507 mol) in 2B-3 ethanol (331 mL) and add 1,2-phenylenediamine (27.4 g, 0.253 mol). Stir the resulting mixture allow to stir at ambient temperature for approximately 30 minutes during which time all the solid material dissolves producing a dark amber solution. Add 2-methoxyimino-malonic acid diethyl ester (51.5 g, 0.253 mol). Heat the resulting mixture to 70° C. and stir under nitrogen for approximately 4 hours monitoring by HPLC analysis (Zorbax... Reactants: COC(=O)c1c(C#N)cc(Cl)nc1-c1cnn(C)c1, CC(C)CC(N)C(N)=O, O. Yields the product COC(=O)c1c(C#N)cc(NC(CC(C)C)C(N)=O)nc1-c1cnn(C)c1. RXN SMILES: [Cl:1][c:2]1[n:3][c:4](-[c:14]2[cH:15][n:16][n:17]([CH3:19])[cH:18]2)[c:5]([C:6](=[O:7])[O:8][CH3:9])[c:10]([C:12]#[N:13])[cH:11]1.[NH2:20][CH:21]([C:22](=[O:23])[NH2:24])[CH2:25][CH:26]([CH3:27])[CH3:28].[OH2:29]>>[c:2]1([NH:20][CH:21]([C:22](=[O:23])[NH2:24])[CH2:25][CH:26]([CH3:27])[CH3:28])[n:3][c:4](-[c:14]2[cH:15][n:16][n:17]([CH3:19])[cH:18]2)[c:5]([C:6](=[O:7])[O:8][CH3:9])[c:10]([C:12]#[N:13])[cH:11]1. The reactants are β, ClCCC(=O)Cl (chloropropionyl chloride), COC1=C(N)C=C(C(=C1)[N+](=O)[O-])Cl (2 -methoxy 4-nitro 5 -chloroaniline). The solvent is C1=CC=CC=C1 (benzene), O (water), C1=CC=CC=C1 (benzene), N1=CC=CC=C1 (pyridine). Reaction conditions: time 2 hour. The product is ClCCC(=O)NC1=C(C=C(C(=C1)Cl)[N+](=O)[O-])OC (1-(β chloro propionylamino) 2 -methoxy 4 -nitro 5 -chlorobenzene). The yield is 40.0%. As a reaction SMILES: [CH3:1][O:2][C:3]1[CH:9]=[C:8]([N+:10]([O-:12])=[O:11])[C:7]([Cl:13])=[CH:6][C:4]=1[NH2:5].[Cl:14][CH2:15][CH2:16][C:17](Cl)=[O:18]>C1C=CC=CC=1.N1C=CC=CC=1.O>[Cl:14][CH2:15][CH2:16][C:17]([NH:5][C:4]1[CH:6]=[C:7]([Cl:13])[C:8]([N+:10]([O-:12])=[O:11])=[CH:9][C:3]=1[O:2][CH3:1])=[O:18]. Procedure details: 17.2 g of 2 -methoxy 4-nitro 5 -chloroaniline dissolved in 150 ml benzene are added with 11.1g of β chloropropionyl chloride dissolved in 40 ml benzene and 2 ml pyridine. The reaction mixture is kept under stirring at room temperature of 2 hours then diluted with 250 ml water. The benzenic phase is separated while the aqueous phase is extracted twice with benzene. The benzenic solutions are united, washed with 2N hydrochloric acid then with water, dried on sodium sulphate, filtered and evaporate...